This data is from the Open Reaction Database (ORD), a public repository of structured organic reaction records. The task is: describe an organic reaction: reactants, conditions, products, and yield Yields the product C(=O)NCCCC(C(=O)N1[C@H](C(=O)O)CCC1)P(=O)(CCCCC1=CC=CC=C1)O ((±)-1-[5-Formylamino-2-[hydroxy-(4-phenylbutyl)phosphinyl]-1-oxopentyl]-L-proline). Procedure details: A solution of 1 g (2.44 mmol) of (±)-1-[5-amino-2-[hydroxy-(4-phenylbutyl)phosphinyl]-1-oxopentyl]-L-proline (prepared as described in Example 1) in a mixture of 5 ml of acetic anhydride and 15 ml of 90% formic acid is kept at room temperature for 3 hours, then evaporated to give the title product. Starting materials: NCCCC(C(=O)N1[C@H](C(=O)O)CCC1)P(=O)(CCCCC1=CC=CC=C1)O ((±)-1-[5-amino-2-[hydroxy-(4-phenylbutyl)phosphinyl]-1-oxopentyl]-L-proline), C(C)(=O)OC(C)=O (acetic anhydride). Reaction conditions: time 3 hour. Reaction SMILES: [NH2:1][CH2:2][CH2:3][CH2:4][CH:5]([P:16]([OH:28])([CH2:18][CH2:19][CH2:20][CH2:21][C:22]1[CH:27]=[CH:26][CH:25]=[CH:24][CH:23]=1)=[O:17])[C:6]([N:8]1[CH2:15][CH2:14][CH2:13][C@H:9]1[C:10]([OH:12])=[O:11])=[O:7].[C:29](OC(=O)C)(=[O:31])C>C(O)=O>[CH:29]([NH:1][CH2:2][CH2:3][CH2:4][CH:5]([P:16]([OH:28])([CH2:18][CH2:19][CH2:20][CH2:21][C:22]1[CH:23]=[CH:24][CH:25]=[CH:26][CH:27]=1)=[O:17])[C:6]([N:8]1[CH2:15][CH2:14][CH2:13][C@H:9]1[C:10]([OH:12])=[O:11])=[O:7])=[O:31]. Run in C(=O)O (formic acid). Starting materials: ClC=1C=C(C=CC1)C=1N=C(C2=C(N1)CCCS2(=O)=O)NC2=CC=C(C=C2)CC#N (2-[4-[[2-(3-Chlorophenyl)-5,5-dioxo-7,8-dihydro-6H-thiopyrano[3,2-d]pyrimidin-4-yl]amino]phenyl]acetonitrile), N(=[N+]=[N-])[Si](C)(C)C (azido(trimethyl)silane), O.[F-].C(CCC)[N+](CCCC)(CCCC)CCCC (tetrabutylammonium fluoride hydrate). Reaction conditions: temperature 110 celsius, time 8 hour. The product is ClC=1C=C(C=CC1)C=1N=C(C2=C(N1)CCCS2(=O)=O)NC2=CC=C(C=C2)CC=2N=NNN2 (2-(3-Chlorophenyl)-5,5-dioxo-N-[4-(2H-tetrazol-5-ylmethyl)phenyl]-7,8-dihydro-6H-thiopyrano[3,2-d]pyrimidin-4-amine). Yield: 70.0%. As a reaction SMILES: [Cl:1][C:2]1[CH:3]=[C:4]([C:8]2[N:9]=[C:10]([NH:20][C:21]3[CH:26]=[CH:25][C:24]([CH2:27][C:28]#[N:29])=[CH:23][CH:22]=3)[C:11]3[S:17](=[O:19])(=[O:18])[CH2:16][CH2:15][CH2:14][C:12]=3[N:13]=2)[CH:5]=[CH:6][CH:7]=1.[N:30]([Si](C)(C)C)=[N+:31]=[N-:32].O.[F-].C([N+](CCCC)(CCCC)CCCC)CCC>>[Cl:1][C:2]1[CH:3]=[C:4]([C:8]2[N:9]=[C:10]([NH:20][C:21]3[CH:26]=[CH:25][C:24]([CH2:27][C:28]4[N:30]=[N:31][NH:32][N:29]=4)=[CH:23][CH:22]=3)[C:11]3[S:17](=[O:19])(=[O:18])[CH2:16][CH2:15][CH2:14][C:12]=3[N:13]=2)[CH:5]=[CH:6][CH:7]=1 |f:2.3.4|. Reported procedure: A 8-mL vial was charged with 2-[4-[[2-(3-Chlorophenyl)-5,5-dioxo-7,8-dihydro-6H-thiopyrano[3,2-d]pyrimidin-4-yl]amino]phenyl]acetonitrile (17 mg, 0.04 mmol, 1 eq.), azido(trimethyl)silane (0.2 ml, excess) and tetrabutylammonium fluoride hydrate (50 mg, 0.19 mmol, 4.6 eq.). The mixture was stirred at 110° C. overnight. After cooling to room temperature, the mixture was partitioned between dichloromethane (8 ml) and 2N HCl (4 ml). The organic layer was separated and washed with sodium bicarbonate ... Starting materials: FCCBr, CN(C)C=O, CC(c1ccc(Cl)cc1)C(C#N)C#N, [H-], [Na+]. Yields the product CC(c1ccc(Cl)cc1)C(C#N)(C#N)CCF. As a reaction SMILES: [Br:17][CH2:18][CH2:19][F:20].[CH3:21][N:22]([CH3:23])[CH:24]=[O:25].[Cl:1][c:2]1[cH:3][cH:4][c:5]([CH:8]([CH3:9])[CH:10]([C:11]#[N:12])[C:13]#[N:14])[cH:6][cH:7]1.[H-:15].[Na+:16]>>[Cl:1][c:2]1[cH:3][cH:4][c:5]([CH:8]([CH3:9])[C:10]([C:11]#[N:12])([C:13]#[N:14])[CH2:18][CH2:19][F:20])[cH:6][cH:7]1. Starting materials: NC1=CC(=NC(=C1C(=O)N)Cl)Cl (4-amino-2,6-dichloronicotinamide), C(C)OC(OCC)OCC (triethylorthoformate). Product: ClC1=NC(=CC=2N=CNC(C21)=O)Cl (5,7-dichloropyrido[4,3-d]pyrimidin-4(3H)-one). As a reaction SMILES: [NH2:1][C:2]1[C:7]([C:8]([NH2:10])=[O:9])=[C:6]([Cl:11])[N:5]=[C:4]([Cl:12])[CH:3]=1.[CH2:13](OC(OCC)OCC)C>>[Cl:11][C:6]1[C:7]2[C:8](=[O:9])[NH:10][CH:13]=[N:1][C:2]=2[CH:3]=[C:4]([Cl:12])[N:5]=1. Reported procedure: In scheme (VII), the tert-butyl 4-(tert-butoxycarbonylamino)-2,6-dichloronicotinate (3) the Boc groups are removed by treatment with trifluoracetic acid (TFA) in dichloromethane (DCM) at room temperature (60° C.) for 3 hours thereby forming the carboxylic acid, 4-amino-2,6-dichloronicotinic acid (7). Subsequent treatment with thionyl chloride under reflux conditions for 50 minutes gives the acid chloride, 4-amino-2,6-dichloronicotinoyl chloride (8). Treatment with of the acid chloride (8) with a... The reactants are CC=1OC2=C(N1)C=C(C(=C2Cl)C)Cl (2,6-dimethyl-5,7-dichloro-benzoxazole), C(C)OS(=O)(=O)OCC (diethylsulfate). Yields the product C(C)OS(=O)(=O)O.CC1OC2=C(N1CC)C=C(C(=C2Cl)C)Cl (2,6-dimethyl-3-ethyl-5,7-dichloro-benzoxazole ethyl-sulfate). As a reaction SMILES: [CH3:1][C:2]1[O:3][C:4]2[C:10]([Cl:11])=[C:9]([CH3:12])[C:8]([Cl:13])=[CH:7][C:5]=2[N:6]=1.[CH2:14]([O:16][S:17]([O:20]CC)(=[O:19])=[O:18])[CH3:15]>>[CH2:14]([O:16][S:17]([OH:20])(=[O:19])=[O:18])[CH3:15].[CH3:1][CH:2]1[N:6]([CH2:14][CH3:15])[C:5]2[CH:7]=[C:8]([Cl:13])[C:9]([CH3:12])=[C:10]([Cl:11])[C:4]=2[O:3]1 |f:2.3|. Reported procedure: The compound was prepared as described in Example 5 using 2,6-dimethyl-5,7-dichloro-benzoxazole and diethylsulfate. Starting materials: [Al+3], C1CCOC1, COC(=O)c1cc(S(=O)(=O)c2cc(C)ccc2OC)cc2ccoc12, [H-], [H-], [H-], [H-], [Li+], [Na+], [OH-], O. Yields the product COc1ccc(C)cc1S(=O)(=O)c1cc(CO)c2occc2c1. As a reaction SMILES: [Al+3:27].[CH2:35]1[O:36][CH2:37][CH2:38][CH2:39]1.[CH3:1][O:2][c:3]1[c:4]([S:10](=[O:11])(=[O:12])[c:13]2[cH:14][c:15]([C:22](=[O:23])[O:24][CH3:25])[c:16]3[c:17]([cH:18][cH:19][o:20]3)[cH:21]2)[cH:5][c:6]([CH3:9])[cH:7][cH:8]1.[H-:26].[H-:29].[H-:30].[H-:31].[Li+:28].[Na+:34].[OH-:33].[OH2:32]>>[CH3:1][O:2][c:3]1[c:4]([S:10](=[O:11])(=[O:12])[c:13]2[cH:14][c:15]([CH2:22][OH:23])[c:16]3[c:17]([cH:18][cH:19][o:20]3)[cH:21]2)[cH:5][c:6]([CH3:9])[cH:7][cH:8]1. Reactants: C(CC)C1=C(C=CC=2C(=NOC21)C(F)(F)F)OCCCBr (7-propyl-3-(trifluoromethyl)-6-(3-bromopropyloxy)-1,2-benzisoxazole), BrCCCN1C(N(C(C1)=O)C1=NC=CC=C1)=O (1-(3-bromopropyl)-3-(2-pyridyl)-imidazolidinedione), C(=O)([O-])[O-].[Cs+].[Cs+] (Cs2CO3). The product is N1=C(C=CC=C1)N1C(N(C(C1)=O)CCCOC1=C(C2=C(C(=NO2)C(F)(F)F)C=C1)CCC)=O (1-(2-pyridyl)-3-(3-{[7-propyl-3-(trifluoromethyl)-1,2-benzisoxazol-6-yl]oxy}propyl)imidazolidine-2,4-dione). Procedure: A mixture of 7-propyl-3-trifluoromethyl-6-hydroxy-1,2-benzisoxazole from Example 7 (417 mg), 1-(3-bromopropyl)-3-(2-pyridyl)-imidazolidinedione (672 mg), and Cs2CO3 (867 mg) in DWF was allowed to react for 24 hours at RT. The mixture was filtered, then separated by preparative HPLC to yield the title compound as a white solid. RXN SMILES: [CH2:1]([C:4]1[C:12]2[O:11][N:10]=[C:9]([C:13]([F:16])([F:15])[F:14])[C:8]=2[CH:7]=[CH:6][C:5]=1[O:17][CH2:18][CH2:19][CH2:20]Br)[CH2:2][CH3:3].BrCCC[N:26]1[CH2:30][C:29](=O)[N:28]([C:32]2[CH:37]=[CH:36][CH:35]=[CH:34][N:33]=2)[C:27]1=[O:38].C([O-])([O-])=[O:40].[Cs+].[Cs+]>>[N:33]1[CH:34]=[CH:35][CH:36]=[CH:37][C:32]=1[N:28]1[CH2:29][C:30](=[O:40])[N:26]([CH2:20][CH2:19][CH2:18][O:17][C:5]2[CH:6]=[CH:7][C:8]3[C:9]([C:13]([F:16])([F:15])[F:14])=[N:10][O:11][C:12]=3[C:4]=2[CH2:1][CH2:2][CH3:3])[C:27]1=[O:38] |f:2.3.4|. Reactants: Cl.COC=1C=C(C=CC1OC)C=1C(C(N(N1)C1CCNCC1)=O)(C)C (5-(3,4-dimethoxyphenyl)-4,4-dimethyl-2-(piperidin-4-yl)-2,4-dihydro-3H-pyrazol-3-one hydrochloride), Cl.COC=1C=C(C=CC1OC)C=1C(C(N(N1)C1CCNCC1)=O)(C)C (5-(3,4-dimethoxyphenyl)-4,4-dimethyl-2-(piperidin-4-yl)-2,4-dihydro-3H-pyrazol-3-one hydrochloride), N1=C(C=CC2=CC=CN=C12)C(=O)O (1,8-naphthyridine-2-carboxylic acid). Product: COC=1C=C(C=CC1OC)C=1C(C(N(N1)C1CCN(CC1)C(=O)C1=NC2=NC=CC=C2C=C1)=O)(C)C (5-(3,4-Dimethoxyphenyl)-4,4-dimethyl-2-[1-(1,8-naphthyridin-2-ylcarbonyl)piperidin-4-yl]-2,4-dihydro-3H-pyrazol-3-one). Reaction SMILES: Cl.[CH3:2][O:3][C:4]1[CH:5]=[C:6]([C:12]2[C:13]([CH3:25])([CH3:24])[C:14](=[O:23])[N:15]([CH:17]3[CH2:22][CH2:21][NH:20][CH2:19][CH2:18]3)[N:16]=2)[CH:7]=[CH:8][C:9]=1[O:10][CH3:11].[N:26]1[C:35]2[C:30](=[CH:31][CH:32]=[CH:33][N:34]=2)[CH:29]=[CH:28][C:27]=1[C:36](O)=[O:37]>>[CH3:2][O:3][C:4]1[CH:5]=[C:6]([C:12]2[C:13]([CH3:25])([CH3:24])[C:14](=[O:23])[N:15]([CH:17]3[CH2:22][CH2:21][N:20]([C:36]([C:27]4[CH:28]=[CH:29][C:30]5[C:35](=[N:34][CH:33]=[CH:32][CH:31]=5)[N:26]=4)=[O:37])[CH2:19][CH2:18]3)[N:16]=2)[CH:7]=[CH:8][C:9]=1[O:10][CH3:11] |f:0.1|. Procedure: The title compound is prepared analogously as described for GP2-WU2 using 5-(3,4-dimethoxyphenyl)-4,4-dimethyl-2-(piperidin-4-yl)-2,4-dihydro-3H-pyrazol-3-one (compound B1) and 1,8-naphthyridine-2-carboxylic acid as starting compounds. The crude product is purified by chromatography (silica gel and DCM/diethyl ether/methanol=49:49:3) to yield the title compound.